describe an organic reaction: reactants, conditions, products, and yield From a dataset of the Open Reaction Database (ORD), a public repository of structured organic reaction records. Starting materials: CN1C[C@@H](C[C@@H]2C=3C=CC=C4NC=C(C[C@@H]12)C34)COS(=O)(=O)C (6-methyl-8β-mesyloxymethyl-ergoline), NN (hydrazine). The product is CN1C[C@@H](C[C@@H]2C=3C=CC=C4NC=C(C[C@@H]12)C34)CNN (6-methyl-8β-hydrazinomethyl-ergoline). Conditions: temperature 150 celsius. Procedure: 5 g (0.0146 moles) of 6-methyl-8β-mesyloxymethyl-ergoline are suspended in 25 ml of dry hydrazine distilled from sodium hydroxide. The suspension is refluxed under a nitrogen atmosphere on an oil bath heated to 150° C. for 20 minutes after the complete dissolution of the solids. In this operation atmospheric moisture should be excluded carefully. The mixture is cooled and allowed to stand in a refrigerator. The separated crystals are filtered off, washed with water, and then dried in vacuo. 2.8 ... Yield: 71.0%. RXN SMILES: [CH3:1][N:2]1[C@H:16]2[C@@H:6]([C:7]3[CH:8]=[CH:9][CH:10]=[C:11]4[C:17]=3[C:14]([CH2:15]2)=[CH:13][NH:12]4)[CH2:5][C@@H:4]([CH2:18]OS(C)(=O)=O)[CH2:3]1.[NH2:24][NH2:25]>>[CH3:1][N:2]1[C@H:16]2[C@@H:6]([C:7]3[CH:8]=[CH:9][CH:10]=[C:11]4[C:17]=3[C:14]([CH2:15]2)=[CH:13][NH:12]4)[CH2:5][C@@H:4]([CH2:18][NH:24][NH2:25])[CH2:3]1. Starting materials: CC1=NN(C(=C1)C)CC(=O)O ((3,5-dimethyl-pyrazol-1-yl)-acetic acid), N1=CC=CC=C1 (pyridine), ClC=1C=C(C(=O)NC2=C(C=CC(=C2)Cl)N2CCNCCC2)C=CC1 (3-chloro-N-(5-chloro-2-[1,4]diazepan-1-yl-phenyl)-benzamide). The solvent is CN(C=O)C (N,N-dimethylformamide). Conditions: time 1 hour. Yields the product ClC=1C=C(C(=O)NC=2C(=NC=C(C2)Cl)N2CCN(CCC2)C(CN2N=C(C=C2C)C)=O)C=CC1 (3-chloro-N-(5-chloro-2-{4-[2-(3,5-dimethyl-pyrazol-1-yl)-acetyl]-[1,4]diazepan-1-yl}-pyridin-3-yl)-benzamide). Isolated yield 29.3%. Reaction SMILES: [CH3:1][C:2]1[CH:6]=[C:5]([CH3:7])[N:4]([CH2:8][C:9]([OH:11])=O)[N:3]=1.[N:12]1C=CC=CC=1.[Cl:18][C:19]1[CH:20]=[C:21]([CH:39]=[CH:40][CH:41]=1)[C:22]([NH:24][C:25]1[CH:30]=[C:29]([Cl:31])[CH:28]=C[C:26]=1[N:32]1[CH2:38][CH2:37][CH2:36][NH:35][CH2:34][CH2:33]1)=[O:23]>CN(C)C=O>[Cl:18][C:19]1[CH:20]=[C:21]([CH:39]=[CH:40][CH:41]=1)[C:22]([NH:24][C:25]1[C:26]([N:32]2[CH2:38][CH2:37][CH2:36][N:35]([C:9](=[O:11])[CH2:8][N:4]3[C:5]([CH3:7])=[CH:6][C:2]([CH3:1])=[N:3]3)[CH2:34][CH2:33]2)=[N:12][CH:28]=[C:29]([Cl:31])[CH:30]=1)=[O:23]. Procedure: To solution of (3,5-dimethyl-pyrazol-1-yl)-acetic acid (0.010 g, 0.068 mmol) in N,N-dimethylformamide (2 mL) is added 0.006 mL (0.071 mmol) of pyridine followed by) tetramethyluroniumhydroxybenzotriazolehexaflourophosphate (0.123 g, 0.324 mmol). The mixture stirred for 1 hour. To this is added 3-chloro-N-(5-chloro-2-[1,4]diazepan-1-yl-phenyl)-benzamide (0.025 g, 0.068 mmol). The mixture is allowed to stir overnight. The mixture is concentrated under reduced pressure and is purified by reverse ph... RXN SMILES: [C:15]([BH3-:16])#[N:17].[CH3:1][c:2]1[nH:3][c:4]([NH2:7])[n:5][n:6]1.[CH3:20][C:21](=[O:22])[OH:23].[Na+:18].[OH2:19].[S:8]1[CH2:9][CH2:10][C:11](=[O:14])[CH2:12][CH2:13]1>>[CH3:1][c:2]1[nH:3][c:4]([NH:7][CH:11]2[CH2:10][CH2:9][S:8][CH2:13][CH2:12]2)[n:5][n:6]1. The reactants are [BH3-]C#N, Cc1nnc(N)[nH]1, CC(=O)O, [Na+], O, O=C1CCSCC1. Product: Cc1nnc(NC2CCSCC2)[nH]1. Starting materials: ClCCCOC1=C(C=C(C(=O)O)C=C1)OC (4-(3chloropropoxy)-3methoxybenzoic acid), ClCCl (dichloromethane), ClCCl (dichloromethane), S(=O)(Cl)Cl (thionyl chloride). Product: ClCCCOC1=C(C(=O)Cl)C=CC=C1OC ((3chloropropoxy)-3-methoxybenzoyl chloride). Reaction SMILES: [Cl:1][CH2:2][CH2:3][CH2:4][O:5][C:6]1[CH:14]=[CH:13][C:9](C(O)=O)=[CH:8][C:7]=1[O:15][CH3:16].S(Cl)(Cl)=[O:18].Cl[CH2:22][Cl:23]>>[Cl:1][CH2:2][CH2:3][CH2:4][O:5][C:6]1[C:7]([O:15][CH3:16])=[CH:8][CH:9]=[CH:13][C:14]=1[C:22]([Cl:23])=[O:18]. Procedure details: To a mixture of 4-(3chloropropoxy)-3methoxybenzoic acid (2.4 g, 10 mmol) in dichloromethane (5 ml) was added thionyl chloride (0.9 ml, 12 mmol) dissolved in dichloromethane (5 ml). The reaction was stirred and refluxed for 1 hour, and then the dichloromethane was removed in vacuo to leave a dark oil. The oil was triturated with hexane and the solid that formed while scratching with a glass rod was collected to afford 1.6 g of (3chloropropoxy)-3-methoxybenzoyl chloride, m.p.=60-63° C. Starting materials: C12CCCCC2N1C(=O)OCC1=CC=CC=C1 (benzyl 7-azabicyclo[4.1.0]heptane-7-carboxylate), [N+](=O)([O-])[O-].[NH4+] (ammonium nitrate), C[S-].[Na+] (sodium thiomethoxide), C1COCCOCCOCCOCCO1 (15-crown-5). The solvent is C1CCOC1 (THF). Run at time 30 minute. Yields the product CS[C@H]1[C@@H](CCCC1)NC(OCC1=CC=CC=C1)=O (benzyl rac-[(1R,2R)-2-(methylthio)cyclohexyl]carbamate). As a reaction SMILES: [CH:1]12[N:7]([C:8]([O:10][CH2:11][C:12]3[CH:17]=[CH:16][CH:15]=[CH:14][CH:13]=3)=[O:9])[CH:6]1[CH2:5][CH2:4][CH2:3][CH2:2]2.[N+]([O-])([O-])=O.[NH4+].[CH3:23][S-:24].[Na+].C1OCCOCCOCCOCCOC1>C1COCC1>[CH3:23][S:24][C@@H:6]1[CH2:5][CH2:4][CH2:3][CH2:2][C@H:1]1[NH:7][C:8](=[O:9])[O:10][CH2:11][C:12]1[CH:17]=[CH:16][CH:15]=[CH:14][CH:13]=1 |f:1.2,3.4|. Procedure details: To a solution of benzyl 7-azabicyclo[4.1.0]heptane-7-carboxylate (see Example 13, 0.273 g, 1.18 mmol) in 3 mL of THF was added eerie ammonium nitrate (0.065 g, 0.12 mmol) and sodium thiomethoxide (0.165 g, 2.36 mmol). After 30 min, 15-crown-5 (0.520 g, 2.36 mmol) was added. After 110 h, the reaction was concentrated in vacuo, diluted with water, and extracted 3× with diethyl ether. The combined organic fractions were dried over sodium sulfate, filtered, and concentrated in vacuo. The residue was... Reactants: C(C)(C)(C)OC(=O)N1C[C@H]([C@@H](CC1)C1=CC(=CC=C1)C)OCC1=CC=CC=C1 (trans-N-t butoxycarbonyl-4-(3-methylphenyl)-3-benzyloxy piperidine), Cl (HCl). The solvent is CCOC(=O)C (EtOAc). Conditions: time 10 minute. The product is Cl.CC=1C=C(C=CC1)[C@H]1[C@@H](CNCC1)OCC1=CC=CC=C1 (trans-4-(3-Methylphenyl)-3-benzyloxypiperidine hydrochloride). Reaction SMILES: C(OC([N:8]1[CH2:13][CH2:12][C@@H:11]([C:14]2[CH:19]=[CH:18][CH:17]=[C:16]([CH3:20])[CH:15]=2)[C@H:10]([O:21][CH2:22][C:23]2[CH:28]=[CH:27][CH:26]=[CH:25][CH:24]=2)[CH2:9]1)=O)(C)(C)C.[ClH:29]>CCOC(C)=O>[ClH:29].[CH3:20][C:16]1[CH:15]=[C:14]([C@@H:11]2[CH2:12][CH2:13][NH:8][CH2:9][C@H:10]2[O:21][CH2:22][C:23]2[CH:28]=[CH:27][CH:26]=[CH:25][CH:24]=2)[CH:19]=[CH:18][CH:17]=1 |f:3.4|. Reported procedure: To a solution of trans-N-t butoxycarbonyl-4-(3-methylphenyl)-3-benzyloxy piperidine, (0.137 g, 3.60 mmol) in EtOAc (50 ml) at 0° C. was bubbled HCl gas until saturated. The reaction was strirred at 0° C. for 10 min and then the solvent evaporated in vacuo to afford the product as a white foam. The reactants are ClC(=O)OCC1=CC=CC=C1 (benzyl chloroformate), C(C1=CC=CC=C1)N1CCC(=C(CC1)C#N)Cl (1-benzyl-4-chloro-5-cyano-2,3,6,7-tetrahydro-1H-azepine). The solvent is C(Cl)Cl (methylene chloride), C(Cl)Cl (methylene chloride). Conditions: time 8 hour. Yields the product ClC=1CCN(CCC1C#N)C(=O)OCC1=CC=CC=C1 (Benzyl 4-chloro-5-cyano-2,3,6,7-tetrahydro-1H-azepine-1-carboxylate). RXN SMILES: Cl[C:2]([O:4][CH2:5][C:6]1[CH:11]=[CH:10][CH:9]=[CH:8][CH:7]=1)=[O:3].C([N:19]1[CH2:25][CH2:24][C:23]([C:26]#[N:27])=[C:22]([Cl:28])[CH2:21][CH2:20]1)C1C=CC=CC=1>C(Cl)Cl>[Cl:28][C:22]1[CH2:21][CH2:20][N:19]([C:2]([O:4][CH2:5][C:6]2[CH:11]=[CH:10][CH:9]=[CH:8][CH:7]=2)=[O:3])[CH2:25][CH2:24][C:23]=1[C:26]#[N:27]. Reported procedure: 4.3 gm=3.9 ml (0.025 mol) of benzyl chloroformate dissolved in 15 ml of methylene chloride, were added dropwise to a solution of 4.9 gm (0.02 mol) of 1-benzyl-4-chloro-5-cyano-2,3,6,7-tetrahydro-1H-azepine in 500 ml of methylene chloride while stirring at room temperature, whereby the temperature rose by 5° C. The mixture was stirred for 5 hours at room temperature and then allowed to stand overnight. The solvent was then removed in a rotary evaporator, and the residue was purified on a silicage...